From a dataset of the Open Reaction Database (ORD), a public repository of structured organic reaction records. describe an organic reaction: reactants, conditions, products, and yield Reactants: C=C(F)c1ccc(Cl)cc1, OC(F)(F)CF, CCOC(=O)C=[N+]=[N-]. Product: CCOC(=O)C1CC1(F)c1ccc(Cl)cc1. RXN SMILES: [Cl:1][c:2]1[cH:3][cH:4][c:5]([C:8](=[CH2:9])[F:10])[cH:6][cH:7]1.[F:19][CH2:20][C:21]([F:22])([F:23])[OH:24].[N+:11](=[N-:12])=[CH:13][C:14](=[O:15])[O:16][CH2:17][CH3:18]>>[Cl:1][c:2]1[cH:3][cH:4][c:5]([C:8]2([F:10])[CH2:9][CH:13]2[C:14](=[O:15])[O:16][CH2:17][CH3:18])[cH:6][cH:7]1. Starting materials: NC1=C(C(=NN1)C)C#N (5-amino-3-methyl-4-pyrazolecarbonitrile), N1(CCCC1)\C(=C/C(=O)C1=CC=CC=C1)\C (3-(1-pyrrolidinyl)crotonophenone). Run in C(C)(=O)O (acetic acid). Yields the product CC1=NN2C(N=C(C=C2C2=CC=CC=C2)C)=C1C#N (2,5-Dimethyl-7-phenylpyrazolo(1,5-a) pyrimidine-3-carbonitrile). The yield is 78.3%. As a reaction SMILES: [NH2:1][C:2]1[NH:6][N:5]=[C:4]([CH3:7])[C:3]=1[C:8]#[N:9].N1(/[C:15](/[CH3:25])=[CH:16]\[C:17]([C:19]2[CH:24]=[CH:23][CH:22]=[CH:21][CH:20]=2)=O)CCCC1>C(O)(=O)C>[CH3:7][C:4]1[C:3]([C:8]#[N:9])=[C:2]2[N:1]=[C:15]([CH3:25])[CH:16]=[C:17]([C:19]3[CH:24]=[CH:23][CH:22]=[CH:21][CH:20]=3)[N:6]2[N:5]=1. Procedure details: A mixture of 4.88 g of 5-amino-3-methyl-4-pyrazolecarbonitrile and 8.61 g of 3-(1-pyrrolidinyl)crotonophenone in 50 ml of glacial acetic acid is stirred and heated at reflux for 6 hours. The reaction mixture is cooled and the procedure described in Example 2 is then followed to obtain 7.77 g of the desired product, mp 175°-177° C. Product: FC1=C(C(=O)NC=2C(=NNC2)C2=NC3=C(N2)C=C(C(=C3)C(=O)O)OCC)C(=CC=C1)F (2-[4-(2,6-difluoro-benzoylamino)-1H-pyrazol-3-yl]-6-ethoxy-1H-benzimidazole-5-carboxylic Acid). Run at time 14 hour. The reactants are COC(=O)C1=CC2=C(NC(=N2)C2=NNC=C2NC(C2=C(C=CC=C2F)F)=O)C=C1OCC (2-[4-(2,6-difluoro-benzoylamino)-1H-pyrazol-3-yl]-6-ethoxy-1H-benzimidazole-5-carboxylic acid methyl ester). RXN SMILES: C[O:2][C:3]([C:5]1[C:29]([O:30][CH2:31][CH3:32])=[CH:28][C:8]2[NH:9][C:10]([C:12]3[C:16]([NH:17][C:18](=[O:27])[C:19]4[C:24]([F:25])=[CH:23][CH:22]=[CH:21][C:20]=4[F:26])=[CH:15][NH:14][N:13]=3)=[N:11][C:7]=2[CH:6]=1)=[O:4]>CO>[F:26][C:20]1[CH:21]=[CH:22][CH:23]=[C:24]([F:25])[C:19]=1[C:18]([NH:17][C:16]1[C:12]([C:10]2[NH:9][C:8]3[CH:28]=[C:29]([O:30][CH2:31][CH3:32])[C:5]([C:3]([OH:4])=[O:2])=[CH:6][C:7]=3[N:11]=2)=[N:13][NH:14][CH:15]=1)=[O:27]. Solvent: CO (MeOH). Yield: 82.6%. Procedure details: A mixture of 2-[4-(2,6-difluoro-benzoylamino)-1H-pyrazol-3-yl]-6-ethoxy-1H-benzimidazole-5-carboxylic acid methyl ester (90 mg) in MeOH-2M aqueous NaOH (1:1, 10 mL) was stirred at r.t. for 14 h. The MeOH was removed in vacuo and water (30 mL) added. The mixture was taken to pH=3 using 2M aqueous HCl and then extracted with EtOAc (×3). The combined organic extracts were reduced in vacuo and dried through azeotrope with toluene to give the title compound (72 mg) as a gray solid. (LC/MS: Rt 2.70, [... Reactants: CCOC(=O)c1cc(-c2cccc(C#N)c2)c(-c2cccc(Cl)c2)s1, [Li+], C1COCCO1, [OH-]. The product is N#Cc1cccc(-c2cc(C(=O)O)sc2-c2cccc(Cl)c2)c1. As a reaction SMILES: [Cl:1][c:2]1[cH:3][c:4](-[c:8]2[c:9](-[c:18]3[cH:19][c:20]([C:24]#[N:25])[cH:21][cH:22][cH:23]3)[cH:10][c:11]([C:13](=[O:14])[O:15][CH2:16][CH3:17])[s:12]2)[cH:5][cH:6][cH:7]1.[Li+:26].[O:28]1[CH2:29][CH2:30][O:31][CH2:32][CH2:33]1.[OH-:27]>>[Cl:1][c:2]1[cH:3][c:4](-[c:8]2[c:9](-[c:18]3[cH:19][c:20]([C:24]#[N:25])[cH:21][cH:22][cH:23]3)[cH:10][c:11]([C:13](=[O:14])[OH:15])[s:12]2)[cH:5][cH:6][cH:7]1. Starting materials: CC(=O)O, CCOC(=O)c1cn(-c2nc(NC)c(F)cc2F)c2c(Cl)c(F)c(F)cc2c1=O, Cl, O. Product: CNc1nc(-n2cc(C(=O)O)c(=O)c3cc(F)c(F)c(Cl)c32)c(F)cc1F. As a reaction SMILES: [CH3:2][C:3](=[O:4])[OH:5].[Cl:6][c:7]1[c:8]([F:34])[c:9]([F:33])[cH:10][c:11]2[c:12](=[O:32])[c:13]([C:27](=[O:28])[O:29][CH2:30][CH3:31])[cH:14][n:15](-[c:17]3[n:18][c:19]([NH:25][CH3:26])[c:20]([F:24])[cH:21][c:22]3[F:23])[c:16]12.[ClH:1].[OH2:35]>>[Cl:6][c:7]1[c:8]([F:34])[c:9]([F:33])[cH:10][c:11]2[c:12](=[O:32])[c:13]([C:27](=[O:28])[OH:29])[cH:14][n:15](-[c:17]3[n:18][c:19]([NH:25][CH3:26])[c:20]([F:24])[cH:21][c:22]3[F:23])[c:16]12. Reactants: [Li]CCCC (n-BuLi), Cl (HCl), C(CCC)OC1=C(C(=CC=C1)F)F (1-butoxy-2,3-difluorobenzene), C(CC)C1CCC(CC1)C1CCC(CC1)=O (4′-propylbicyclohexyl-4-one). Solvent: C1CCOC1 (THF), C1CCOC1 (THF). Conditions: time 2 hour. The product is C(CCC)OC1=C(C(=C(C=C1)C1(CCC(CC1)C1CCC(CC1)CCC)O)F)F (4-(4-Butoxy-2,3-difluorophenyl)-4′-propylbicyclohexyl-4-ol). As a reaction SMILES: [CH2:1]([O:5][C:6]1[CH:11]=[CH:10][CH:9]=[C:8]([F:12])[C:7]=1[F:13])[CH2:2][CH2:3][CH3:4].[Li]CCCC.[CH2:19]([CH:22]1[CH2:27][CH2:26][CH:25]([CH:28]2[CH2:33][CH2:32][C:31](=[O:34])[CH2:30][CH2:29]2)[CH2:24][CH2:23]1)[CH2:20][CH3:21].Cl>C1COCC1>[CH2:1]([O:5][C:6]1[CH:11]=[CH:10][C:9]([C:31]2([OH:34])[CH2:30][CH2:29][CH:28]([CH:25]3[CH2:26][CH2:27][CH:22]([CH2:19][CH2:20][CH3:21])[CH2:23][CH2:24]3)[CH2:33][CH2:32]2)=[C:8]([F:12])[C:7]=1[F:13])[CH2:2][CH2:3][CH3:4]. Procedure: 31.0 g (0.17 mol) of 1-butoxy-2,3-difluorobenzene are initially introduced in 200 ml of THF, and 100 ml (0.16 mol) of n-BuLi (15% soln. in hexane) are added at −70° C. After 2 h at this temperature, a solution of 35.6 g (0.16 mol) of 4′-propylbicyclohexyl-4-one in 200 ml of THF is metered in, and the batch is stirred for 2.5 h. The reaction mixture is hydrolysed with ice-cooling and acidified using 2 N HCl. The solution is extracted with MTBE, and the combined organic phases are washed with sat.... The reactants are CS(=O)C=1OC2=C(N1)C=CC(=C2)OC2=CC(=NC=C2)C(=O)NC (4-(2-(methylsulfinyl)benzo[d]oxazol-6-yloxy)-N-methylpyridine-2-carboxamide), C1(CCCCC1)CN (cyclohexylmethanamine). Run in C1CCOC1 (THF). Run at time 2 hour. Product: C1(CCCCC1)CNC=1OC2=C(N1)C=CC(=C2)OC2=CC(=NC=C2)C(=O)NC (4-(2-(cyclohexylmethylamino)benzo[d]oxazol-6-yloxy)-N-methylpyridine-2-carboxamide). As a reaction SMILES: CS([C:4]1[O:5][C:6]2[CH:12]=[C:11]([O:13][C:14]3[CH:19]=[CH:18][N:17]=[C:16]([C:20]([NH:22][CH3:23])=[O:21])[CH:15]=3)[CH:10]=[CH:9][C:7]=2[N:8]=1)=O.[CH:24]1([CH2:30][NH2:31])[CH2:29][CH2:28][CH2:27][CH2:26][CH2:25]1>C1COCC1>[CH:24]1([CH2:30][NH:31][C:4]2[O:5][C:6]3[CH:12]=[C:11]([O:13][C:14]4[CH:19]=[CH:18][N:17]=[C:16]([C:20]([NH:22][CH3:23])=[O:21])[CH:15]=4)[CH:10]=[CH:9][C:7]=3[N:8]=2)[CH2:29][CH2:28][CH2:27][CH2:26][CH2:25]1. Procedure: To a solution of 4-(2-(methylsulfinyl)benzo[d]oxazol-6-yloxy)-N-methylpyridine-2-carboxamide (1.40 g, 4.23 mmol, 1.0 eq) in 15 mL of THF was added cyclohexylmethanamine (955 mg, 8.46 mmol, 2.0 eq) at room temperature. The reaction mixture was stirred at that temperature for 2 hours. After the solvent was removed under reduced pressure, the residue was dissolved in 150 mL of ethyl acetate. The resulting mixture was washed with water (20 mL), brine (20 mL), then dried over MgSO4, filtered, and eva...